From a dataset of the Open Reaction Database (ORD), a public repository of structured organic reaction records. describe an organic reaction: reactants, conditions, products, and yield Starting materials: C(CC)C1CCC2=C(C=CS2)C1=O (5-propyl-6,7-dihydro-1-benzothiophen-4(5H)-one), C1(CCCC2=CC=CC=C12)=O (1-tetralone), C(C)I (ethyl iodide). Product: C(C)C1C(C2=CC=CC=C2C1)=O ((+/−)-2-ethyl-2,3-dihydro-1H-inden-1-one). As a reaction SMILES: [CH2:1](C1C(=O)C2C=CSC=2CC1)CC.[C:14]1(=[O:24])[C:23]2[C:18](=[CH:19][CH:20]=[CH:21][CH:22]=2)[CH2:17][CH2:16][CH2:15]1.C(I)C>>[CH2:15]([CH:16]1[CH2:17][C:18]2[C:23](=[CH:22][CH:21]=[CH:20][CH:19]=2)[C:14]1=[O:24])[CH3:1]. Procedure details: Following the procedure for the preparation of 5-propyl-6,7-dihydro-1-benzothiophen-4(5H)-one but substituting 1-tetralone and ethyl iodide, and making non-critical variations provided the title compound as a colorless mobile oil. IR (liq.) 2963, 2933, 2875, 2860, 1712, 1610, 1588, 1475, 1464, 1327, 1296, 1278, 1205, 749, 718 cm−1; MS (EI) m/z 160 (M+); Anal. Calcd for C11H12O: C, 82.46; H, 7.55. Found: C, 82.16; H, 7.57. The reactants are [F-].C(CCC)[N+](CCCC)(CCCC)CCCC (Tetra-n-butylammonium fluoride), Cl.NC1=NC(CC2=C1SC(=C2)[Si](C)(C)C)C2=CC=CC=C2 (7-amino-5-phenyl-2-trimethylsilyl-4,5-dihydrothieno[2,3-c]pyridine hydrochloride). Run in C1CCOC1 (THF). Reaction conditions: time 30 minute. Yields the product Cl.NC1=NC(CC2=C1SC=C2)C2=CC=CC=C2 (7-Amino-5-phenyl-4,5-dihydrothieno[2.3-c]pyridine hydrochloride). Isolated yield 52.1%. As a reaction SMILES: [F-].C([N+](CCCC)(CCCC)CCCC)CCC.[ClH:19].[NH2:20][C:21]1[C:26]2[S:27][C:28]([Si](C)(C)C)=[CH:29][C:25]=2[CH2:24][CH:23]([C:34]2[CH:39]=[CH:38][CH:37]=[CH:36][CH:35]=2)[N:22]=1>C1COCC1>[ClH:19].[NH2:20][C:21]1[C:26]2[S:27][CH:28]=[CH:29][C:25]=2[CH2:24][CH:23]([C:34]2[CH:35]=[CH:36][CH:37]=[CH:38][CH:39]=2)[N:22]=1 |f:0.1,2.3,5.6|. Procedure: Tetra-n-butylammonium fluoride (1.0M in THF, 1.12 ml), was added dropwise to a solution of 7-amino-5-phenyl-2-trimethylsilyl-4,5-dihydrothieno[2,3-c]pyridine hydrochloride (0.13 g, 0.37 mmol) in THF (2.5 ml) and the mixture stirred for 30 min., evaporated and the residue purified by flash chromatography on untreated neutral alumina, eluting with 4% methanol in dichloromethane, increasing the gradient by increments to 20% methanol in dichloromethane to afford a colourless glass. Recrystallisation...